describe an organic reaction: reactants, conditions, products, and yield From a dataset of the Open Reaction Database (ORD), a public repository of structured organic reaction records. Starting materials: COC(=O)c1cc(NC(=O)CBr)cc(-n2cccc2)c1, C1COCCN1, CCOC(C)=O, ClCCl, C1CCOC1, O. Yields the product COC(=O)c1cc(NC(=O)CN2CCOCC2)cc(-n2cccc2)c1. As a reaction SMILES: [Br:1][CH2:2][C:3](=[O:4])[NH:5][c:6]1[cH:7][c:8]([C:9](=[O:10])[O:11][CH3:12])[cH:13][c:14](-[n:16]2[cH:17][cH:18][cH:19][cH:20]2)[cH:15]1.[CH2:21]1[CH2:22][O:23][CH2:24][CH2:25][NH:26]1.[CH3:27][CH2:28][O:29][C:30](=[O:31])[CH3:32].[Cl:34][CH2:35][Cl:36].[O:37]1[CH2:38][CH2:39][CH2:40][CH2:41]1.[OH2:33]>>[CH2:2]([C:3](=[O:4])[NH:5][c:6]1[cH:7][c:8]([C:9](=[O:10])[O:11][CH3:12])[cH:13][c:14](-[n:16]2[cH:17][cH:18][cH:19][cH:20]2)[cH:15]1)[N:26]1[CH2:21][CH2:22][O:23][CH2:24][CH2:25]1.